Dataset: the Open Reaction Database (ORD), a public repository of structured organic reaction records. Task: describe an organic reaction: reactants, conditions, products, and yield Reactants: Cc1ccccc1, CCO, [NH2-], [Na], O, N#CCc1ccccc1, CCOC(=O)C1CCN(Cc2ccccc2)CC1, c1ccccc1. Yields the product N#CC(=C(O)C1CCN(Cc2ccccc2)CC1)c1ccccc1. Reaction SMILES: [CH3:3][c:4]1[cH:5][cH:6][cH:7][cH:8][cH:9]1.[CH3:44][CH2:45][OH:46].[NH2-:2].[Na:1].[OH2:43].[c:10]1([CH2:16][C:17]#[N:18])[cH:11][cH:12][cH:13][cH:14][cH:15]1.[c:19]1([CH2:25][N:26]2[CH2:27][CH2:28][CH:29]([C:32](=[O:33])[O:34][CH2:35][CH3:36])[CH2:30][CH2:31]2)[cH:20][cH:21][cH:22][cH:23][cH:24]1.[cH:37]1[cH:38][cH:39][cH:40][cH:41][cH:42]1>>[c:10]1([C:16]([C:17]#[N:18])=[C:32]([CH:29]2[CH2:28][CH2:27][N:26]([CH2:25][c:19]3[cH:20][cH:21][cH:22][cH:23][cH:24]3)[CH2:31][CH2:30]2)[OH:33])[cH:11][cH:12][cH:13][cH:14][cH:15]1. The reactants are ClC=1C=CC2=C(N=C(S2)C2=CC=NC=C2)C1 (4-(5-Chlorobenzothiazol-2-yl)pyridine), C(C1=CC=CC=C1)Br (benzyl bromide), [BH4-].[Na+] (sodium borohydride). Yields the product C(C1=CC=CC=C1)N1CCC(=CC1)C=1SC2=C(N1)C=C(C=C2)Cl (1-Benzyl-4-(5-chlorobenzothiazol-2-yl)-1,2,3,6-tetrahydropyridine). Yield: 65.5%. Reaction SMILES: [Cl:1][C:2]1[CH:3]=[CH:4][C:5]2[S:9][C:8]([C:10]3[CH:15]=[CH:14][N:13]=[CH:12][CH:11]=3)=[N:7][C:6]=2[CH:16]=1.[CH2:17](Br)[C:18]1[CH:23]=[CH:22][CH:21]=[CH:20][CH:19]=1.[BH4-].[Na+]>>[CH2:17]([N:13]1[CH2:12][CH:11]=[C:10]([C:8]2[S:9][C:5]3[CH:4]=[CH:3][C:2]([Cl:1])=[CH:16][C:6]=3[N:7]=2)[CH2:15][CH2:14]1)[C:18]1[CH:23]=[CH:22][CH:21]=[CH:20][CH:19]=1 |f:2.3|. Reported procedure: 4-(5-Chlorobenzothiazol-2-yl)pyridine (1.8 g, 7.3 mmol) was reacted with benzyl bromide (1.3 ml, 10.95 mmol), followed by sodium borohydride (361 mg, 9.5 mmol) as exemplified in Example 7 step 2. The crude product was purified by flash chromatography eluting with 15% ethyl acetate in petroleum ether to give a solid. Recrystallisation from ethyl acetate afforded the title compound as a pale yellow solid (1.63 g, 66%); (Found: C, 66.83; H, 5.00; N, 8.20. C19H17ClN2S requires C, 66.95; H, 5.03; N, ... Starting materials: C(C1=CC=CC=C1)(=O)O[C@@H](CBr)C ((1R)-2-Bromo-1-methylethyl benzoate), C(CCC)[N+](CCCC)(CCCC)CCCC.OC=1C=C(C=CC1O)C[C@@H](C(=O)[O-])NC(=O)OC(C)(C)C ((2S)-3-(3,4-Dihydroxyphenyl)-2-[(tert-butoxycarbonyl)amino]propanoic acid, tetrabutylammonium salt), C([O-])(O)=O.[Cs+] (cesium bicarbonate). The solvent is CN(C(C)=O)C (N,N-dimethylacetamide). Conditions: temperature 55 celsius, time 16 hour. The product is C(C)(C)(C)OC(=O)N[C@H](C(=O)OC[C@@H](C)OC(=O)C1=CC=CC=C1)CC1=CC(=C(C=C1)O)O ((2R)-2-Phenylcarbonyloxypropyl (2S)-2-(tert-butoxycarbonyl)amino-3-(3,4-dihydroxyphenyl)propanoate). Yield: 66.6%. Reaction SMILES: [C:1]([O:9][C@H:10]([CH3:13])[CH2:11]Br)(=[O:8])[C:2]1[CH:7]=[CH:6][CH:5]=[CH:4][CH:3]=1.C([N+](CCCC)(CCCC)CCCC)CCC.[OH:31][C:32]1[CH:33]=[C:34]([CH2:39][C@H:40]([NH:44][C:45]([O:47][C:48]([CH3:51])([CH3:50])[CH3:49])=[O:46])[C:41]([O-:43])=[O:42])[CH:35]=[CH:36][C:37]=1[OH:38].C(=O)(O)[O-].[Cs+]>CN(C)C(=O)C>[C:48]([O:47][C:45]([NH:44][C@@H:40]([CH2:39][C:34]1[CH:35]=[CH:36][C:37]([OH:38])=[C:32]([OH:31])[CH:33]=1)[C:41]([O:43][CH2:11][C@H:10]([O:9][C:1]([C:2]1[CH:7]=[CH:6][CH:5]=[CH:4][CH:3]=1)=[O:8])[CH3:13])=[O:42])=[O:46])([CH3:51])([CH3:49])[CH3:50] |f:1.2,3.4|. Reported procedure: A suspension of (1R)-2-bromo-1-methylethyl benzoate 1b (4.98 g, 20.6 mmol), (2S)-3-(3,4-dihydroxyphenyl)-2-[(tert-butoxycarbonyl)amino]propanoic acid, tetrabutylammonium salt 1a (7.3 g, 25 mmol), and cesium bicarbonate (4.85 g, 25 mmol) in N,N-dimethylacetamide (100 mL) was stirred at 55° C. for 16 h. The solvent was evaporated under vacuum. Ethyl acetate was added to the residue and the resulting solution was washed with water, then 5% NaHCO3 and brine, and dried over Na2SO4. After removing the...